This data is from the Open Reaction Database (ORD), a public repository of structured organic reaction records. The task is: describe an organic reaction: reactants, conditions, products, and yield The reactants are C(C)(=O)OCC.CCCCCC (ethyl acetate hexane), C(C=C)N (allylamine), N,N-dimethylaminopyridine, C(C)(C)(C)OC(=O)OC(=O)OC(C)(C)C (di-t-butyldicarbonate), C(C=C)NC=1N=C(C2=C(N1)C(=CS2)C)N (2-allylamino-4-amino-7-methylthieno[3,2-d]pyrimidine). Solvent: C(C)#N (acetonitrile). Reaction conditions: time 20 minute. The product is C(C=C)NC=1N=C(C2=C(N1)C(=CS2)C)NC(NCC=C)=O (2-Allylamino-4-(allylcarbamoyl)amino-7-methylthieno[3,2-d]pyrimidine). Isolated yield 17.8%. Reaction SMILES: [C:1]([O:5]C(OC(OC(C)(C)C)=O)=O)(C)(C)C.[CH2:16]([NH:19][C:20]1[N:21]=[C:22]([NH2:30])[C:23]2[S:28][CH:27]=[C:26]([CH3:29])[C:24]=2[N:25]=1)[CH:17]=[CH2:18].[CH2:31]([NH2:34])[CH:32]=[CH2:33].C(OCC)(=O)C.CCCCCC>C(#N)C>[CH2:16]([NH:19][C:20]1[N:21]=[C:22]([NH:30][C:1](=[O:5])[NH:34][CH2:31][CH:32]=[CH2:33])[C:23]2[S:28][CH:27]=[C:26]([CH3:29])[C:24]=2[N:25]=1)[CH:17]=[CH2:18] |f:3.4|. Procedure: 122 mg (1.0 mmol) of N,N-dimethylaminopyridine was added to a solution of 306 mg (1.4 mmol) of di-t-butyldicarbonate in acetonitrile at room temperature, followed by stirring 20 minutes. After 220 mg (1.0 mmol) of 2-allylamino-4-amino-7-methylthieno[3,2-d]pyrimidine was added to the reaction solution, the mixture was stirred at room temperature for 2 hours. Further, 80 mg (1.4 mmol) of allylamine was added thereto, followed by heating under reflux for 16 hours. After completion of the reaction, ... Starting materials: Cl (hydrochloric acid), [N+](=O)([O-])C=1C=C(C(C(=O)N)=CC1)C(=O)N (4-nitrophthalamide), P(=O)(Cl)(Cl)Cl (phosphorus oxychloride). Run in N1=CC=CC=C1 (pyridine). Yields the product 91g, [N+](=O)([O-])C=1C=C(C(C#N)=CC1)C#N (4-nitrophthalonitrile). As a reaction SMILES: [N+:1]([C:4]1[CH:5]=[C:6]([C:13]([NH2:15])=O)[C:7](=[CH:11][CH:12]=1)[C:8]([NH2:10])=O)([O-:3])=[O:2].P(Cl)(Cl)(Cl)=O.Cl>N1C=CC=CC=1>[N+:1]([C:4]1[CH:5]=[C:6]([C:13]#[N:15])[C:7](=[CH:11][CH:12]=1)[C:8]#[N:10])([O-:3])=[O:2]. Reported procedure: 4-nitrophthalamide (220g; 1.05 moles) is suspended in pyridine (840ml). Into this vigrously stirred suspension, phosphorus oxychloride (220 ml; 2.40 moles) is added at such a rate that the reaction maintains a temperature range of 65°-70° C during the 30 minute addition time. The same temperature is maintained an additional hour by external heating. The resulting mixture is neutralized with 12 N hydrochloric acid (150 ml). The purple solid is collected by filtration and dried. The residue is ext... Starting materials: C(#N)C1=CC=C(C=C1)O (p-Cyanophenol), ClCC1=C(C(=CC(=C1)F)CCl)O (2,6-bis(chloromethyl)-4-fluorophenol), [Cl-].[Al+3].[Cl-].[Cl-] (aluminium chloride), ice, ClCCl (dichloro methane). Run in [N+](=O)([O-])C1=CC=CC=C1 (nitrobenzene). Reaction conditions: time 14 hour. Yields the product C(#N)C=1C=CC(=C(CC2=C(C(=CC(=C2)F)CC2=C(C=CC(=C2)C#N)O)O)C1)O (2,6-bis(5-cyano-2-hydroxybenzyl)-4-fluorophenol). The yield is 3.0%. RXN SMILES: [C:1]([C:3]1[CH:8]=[CH:7][C:6]([OH:9])=[CH:5][CH:4]=1)#[N:2].Cl[CH2:11][C:12]1[CH:17]=[C:16]([F:18])[CH:15]=[C:14]([CH2:19]Cl)[C:13]=1[OH:21].[Cl-].[Al+3].[Cl-].[Cl-].ClCCl>[N+](C1C=CC=CC=1)([O-])=O>[C:1]([C:3]1[CH:4]=[CH:5][C:6]([OH:9])=[C:7]([CH:8]=1)[CH2:11][C:12]1[CH:17]=[C:16]([F:18])[CH:15]=[C:14]([CH2:19][C:5]2[CH:4]=[C:3]([C:1]#[N:2])[CH:8]=[CH:7][C:6]=2[OH:9])[C:13]=1[OH:21])#[N:2] |f:2.3.4.5|. Procedure: p-Cyanophenol (19.4 g) and 2,6-bis(chloromethyl)-4-fluorophenol (17.0 g) were dissolved in nitrobenzene (250 ml) at 20°. The solution was cooled to 10° and crushed aluminium chloride (anhydrous 65 g) was added in 5 g portions over two hours. During the addition the temperature was maintained at 10°-12°. Stirring was continued at 20° for 14 hrs. The viscous black mixture was poured onto a vigorously stirred mixture of ice (2 l) and dichloro methane (2 l). The organic solvent layer was dried, dich... Reactants: [Cu], O=C(O)c1cc(F)c(F)c(C(=O)O)c1F, c1ccc2ncccc2c1. Product: O=C(O)c1cc(F)c(F)cc1F. As a reaction SMILES: [Cu:26].[F:1][c:2]1[c:3]([C:4](=[O:5])[OH:6])[cH:7][c:8]([F:15])[c:9]([F:14])[c:10]1[C:11]([OH:12])=[O:13].[cH:16]1[cH:17][c:18]2[c:19]([n:20][cH:21][cH:22][cH:23]2)[cH:24][cH:25]1>>[F:1][c:2]1[c:3]([C:4](=[O:5])[OH:6])[cH:7][c:8]([F:15])[c:9]([F:14])[cH:10]1. Reaction SMILES: [C:1](=[O:2])([O:3][CH3:4])[CH2:5][N:6]1[CH2:7][CH2:8][N:9]([CH2:23][C:24](=[O:25])[O:26][CH3:27])[CH2:10][CH2:11][N:12]([CH2:18][C:19](=[O:20])[O:21][CH3:22])[CH2:13][CH2:14][NH:15][CH2:16][CH2:17]1.[CH3:28][O-:29].[CH3:45][OH:46].[Na+:30].[O:31]1[CH:32]([CH2:33][CH2:34][CH2:35][CH2:36][CH2:37][CH2:38][CH2:39][CH2:40][C:41](=[O:42])[OH:43])[CH2:44]1>>[C:1](=[O:2])([O:3][CH3:4])[CH2:5][N:6]1[CH2:7][CH2:8][N:9]([CH2:23][C:24](=[O:25])[O:26][CH3:27])[CH2:10][CH2:11][N:12]([CH2:18][C:19](=[O:20])[O:21][CH3:22])[CH2:13][CH2:14][N:15]([CH2:44][CH:32]([OH:31])[CH2:33][CH2:34][CH2:35][CH2:36][CH2:37][CH2:38][CH2:39][CH2:40][C:41](=[O:42])[OH:43])[CH2:16][CH2:17]1. Product: COC(=O)CN1CCN(CC(=O)OC)CCN(CC(O)CCCCCCCCC(=O)O)CCN(CC(=O)OC)CC1. Reactants: COC(=O)CN1CCNCCN(CC(=O)OC)CCN(CC(=O)OC)CC1, C[O-], CO, [Na+], O=C(O)CCCCCCCCC1CO1.